Dataset: the Open Reaction Database (ORD), a public repository of structured organic reaction records. Task: describe an organic reaction: reactants, conditions, products, and yield Reactants: NC=1SC(=CC1C#N)C (2-amino-5-methyl-thiophene-3-carbonitrile), FC1=C(C=C(C(=C1)[N+](=O)[O-])F)F (1,2,4-trifluoro-5-nitro-benzene), Cl (HCl), [H-].[Na+] (sodium hydride). The solvent is C1CCOC1 (THF), C1CCOC1 (THF). Reaction conditions: temperature 2.5 celsius. Yields the product FC1=CC(=C(C=C1F)NC=1SC(=CC1C#N)C)[N+](=O)[O-] (2-(4,5-Difluoro-2-nitro-phenylamino)-5-methyl-thiophene-3-carbonitrile). The yield is 43.9%. RXN SMILES: [H-].[Na+].[NH2:3][C:4]1[S:5][C:6]([CH3:11])=[CH:7][C:8]=1[C:9]#[N:10].[F:12][C:13]1[CH:18]=[C:17]([N+:19]([O-:21])=[O:20])[C:16](F)=[CH:15][C:14]=1[F:23].Cl>C1COCC1>[F:12][C:13]1[C:14]([F:23])=[CH:15][C:16]([NH:3][C:4]2[S:5][C:6]([CH3:11])=[CH:7][C:8]=2[C:9]#[N:10])=[C:17]([N+:19]([O-:21])=[O:20])[CH:18]=1 |f:0.1|. Reported procedure: Add sodium hydride, 60% dispersion in mineral oil (55.0 g×60%=33.0 g, 1.38 mol) to THF (950 mL) with stirring at 0-5° C. under nitrogen. Add a solution of 2-amino-5-methyl-thiophene-3-carbonitrile (95.0 g, 0.687 mol) and 1,2,4-trifluoro-5-nitro-benzene (121.7 g, 0.687 mol) in THF (1325 mL) dropwise over ˜1 hour, keeping the temperature below 10° C. Allow the reaction to warm to ambient temperature and stir for 8-20 hours. Cool to 10-15° C. and add aqueous 1N HCl (550 mL) dropwise over 10-15 minu... Reactants: Cl (hydrochloric acid), Cl.Cl.CN1C(=CC(=C1)NC(=O)C=1N(C=C(C1)N)C)C(=O)NCCC(=N)N (β-[1-methyl-4-[1-methyl-4-aminopyrrole-2-carboxamido]pyrrole-2-carboxamido]propionamidine, dihydrochloride), C([O-])(O)=O.[Na+] (sodium bicarbonate), CN1N=C(C=C1C(=O)O)[N+](=O)[O-] (1-methyl-3-nitropyrazole-5-carboxylic acid), S(=O)(Cl)Cl (thionyl chloride). The solvent is O (water), O1CCOCC1 (dioxane), C1=CC=CC=C1 (benzene). Conditions: time 1 hour. Product: Cl.CN1C(=CC(=C1)NC(=O)C=1N(C=C(C1)NC(=O)C1=CC(=NN1C)[N+](=O)[O-])C)C(=O)NCCC(=N)N (β-[1-methyl-4-[1-methyl-4-[1-methyl-3-nitropyrazole-5-carboxamido]pyrrole-2-carboxamido]pyrrole-2-carboxamido]propionamidine, hydrochloride). As a reaction SMILES: [CH3:1][N:2]1[C:6]([C:7]([OH:9])=O)=[CH:5][C:4]([N+:10]([O-:12])=[O:11])=[N:3]1.S(Cl)([Cl:15])=O.Cl.Cl.[CH3:19][N:20]1[CH:24]=[C:23]([NH:25][C:26]([C:28]2[N:29]([CH3:34])[CH:30]=[C:31]([NH2:33])[CH:32]=2)=[O:27])[CH:22]=[C:21]1[C:35]([NH:37][CH2:38][CH2:39][C:40]([NH2:42])=[NH:41])=[O:36].C(=O)(O)[O-].[Na+].Cl>C1C=CC=CC=1.O1CCOCC1.O>[ClH:15].[CH3:19][N:20]1[CH:24]=[C:23]([NH:25][C:26]([C:28]2[N:29]([CH3:34])[CH:30]=[C:31]([NH:33][C:7]([C:6]3[N:2]([CH3:1])[N:3]=[C:4]([N+:10]([O-:12])=[O:11])[CH:5]=3)=[O:9])[CH:32]=2)=[O:27])[CH:22]=[C:21]1[C:35]([NH:37][CH2:38][CH2:39][C:40]([NH2:42])=[NH:41])=[O:36] |f:2.3.4,5.6,11.12|. Reported procedure: To a solution of 0.55 g of 1-methyl-3-nitropyrazole-5-carboxylic acid (prepared as in reported in Example 8) in 10 ml of benzene were added 2 ml of thionyl chloride. The mixture was refluxed for one hour and the solvent evaporated in vacuo to yield a solid residue which was dissolved in 10 ml of dioxane and added in small portions to a solution of 1 g of β-[1-methyl-4-[1-methyl-4-aminopyrrole-2-carboxamido]pyrrole-2-carboxamido]propionamidine, dihydrochloride (prepared as reported in J. Med. Che... Starting materials: O=C1c2ccccc2C(=O)N1CCCBr, CC(C)=O, [I-], [K+]. Product: O=C1c2ccccc2C(=O)N1CCCI. RXN SMILES: [Br:1][CH2:2][CH2:3][CH2:4][N:5]1[C:6](=[O:15])[c:7]2[c:8]([cH:11][cH:12][cH:13][cH:14]2)[C:9]1=[O:10].[CH3:18][C:19](=[O:20])[CH3:21].[I-:17].[K+:16]>>[CH2:2]([CH2:3][CH2:4][N:5]1[C:6](=[O:15])[c:7]2[c:8]([cH:11][cH:12][cH:13][cH:14]2)[C:9]1=[O:10])[I:17]. The reactants are C1(=CC=C(C=C1)S(=O)(=O)Cl)C (p-toluenesulfonyl chloride), C(C)(C)NCCN (N-isopropylethylenediamine). The solvent is ClCCl (dichloromethane), ClCCl (dichloromethane). The product is C(C)(C)NCCNS(=O)(=O)C1=CC=C(C=C1)C (N-[2-(isopropylamino)ethyl]-p-toluenesulfonamide). Reaction SMILES: [C:1]1([CH3:11])[CH:6]=[CH:5][C:4]([S:7](Cl)(=[O:9])=[O:8])=[CH:3][CH:2]=1.[CH:12]([NH:15][CH2:16][CH2:17][NH2:18])([CH3:14])[CH3:13]>ClCCl>[CH:12]([NH:15][CH2:16][CH2:17][NH:18][S:7]([C:4]1[CH:5]=[CH:6][C:1]([CH3:11])=[CH:2][CH:3]=1)(=[O:9])=[O:8])([CH3:14])[CH3:13]. Procedure details: A solution of 65 grams of p-toluenesulfonyl chloride in 125 ml. of dichloromethane was added dropwise with stirring to a solution of 100 grams of N-isopropylethylenediamine in 150 ml. of dichloromethane. Following completion of addition the mixture was stirred one-half hour at room temperature, then heated in a steam bath for 45 minutes. The mixture was evaporated to dryness in vacuo. The residue was triturated with sodium carbonate solution then dissolved in a mixture of ethyl acetate and water... The reactants are C(C)(C)(C)OC(=O)N1C(CCCC1)CCNCC1=CC(=CC=C1)C1=NC(=NC=C1)Cl (2-{2-[3-(2-Chloro-pyrimidin-4-yl)-benzylamino]-ethyl}-piperidine-1-carboxylic acid tert-butyl ester), CS(=O)(=O)Cl (methanesulfonyl chloride), 509. Product: C(C)(C)(C)OC(=O)N1C(CCCC1)CCN(S(=O)(=O)C)CC1=CC(=CC=C1)C1=NC(=NC=C1)Cl (2-(2-{[3-(2-Chloro-pyrimidin-4-yl)-benzyl]-methanesulfonyl-amino}-ethyl)-piperidine-1-carboxylic acid tert-butyl ester). Reaction SMILES: [C:1]([O:5][C:6]([N:8]1[CH2:13][CH2:12][CH2:11][CH2:10][CH:9]1[CH2:14][CH2:15][NH:16][CH2:17][C:18]1[CH:23]=[CH:22][CH:21]=[C:20]([C:24]2[CH:29]=[CH:28][N:27]=[C:26]([Cl:30])[N:25]=2)[CH:19]=1)=[O:7])([CH3:4])([CH3:3])[CH3:2].[CH3:31][S:32](Cl)(=[O:34])=[O:33]>>[C:1]([O:5][C:6]([N:8]1[CH2:13][CH2:12][CH2:11][CH2:10][CH:9]1[CH2:14][CH2:15][N:16]([CH2:17][C:18]1[CH:23]=[CH:22][CH:21]=[C:20]([C:24]2[CH:29]=[CH:28][N:27]=[C:26]([Cl:30])[N:25]=2)[CH:19]=1)[S:32]([CH3:31])(=[O:34])=[O:33])=[O:7])([CH3:4])([CH3:2])[CH3:3]. Procedure: Intermediate 57 was coupled with methanesulfonyl chloride following procedure D. LC-MS showed the product had the expected M+H+ of 509. The reactants are COC=1C=CC2=C(N=C([Te]2)C)C1 (5-Methoxy-2-methylbenzotellurazole), FC(S(=O)(=O)OCC=C)(F)F (2-propen-1-yl trifluoromethanesulfonate). Solvent: ClCCl (dichloromethane). Procedure: 5-Methoxy-2-methylbenzotellurazole (Example 20) (0.91 g, 0.033 mole), dissolved in dichloromethane (25 ml), was added at room temperature under a nitrogen atmosphere to the solution of 2-propen-1-yl trifluoromethanesulfonate (0.004 mole) from a dropping funnel. The mixture was stirred at room temperature for another 21 hours after the addition was complete, maintaining the nitrogen atmosphere. The solid was isolated by filtration, washed with diethyl ether, and dried at room temperature under va... The product is FC(S(=O)(=O)[O-])(F)F.COC=1C=CC2=C([N+](=C([Te]2)C)CC=C)C1 (5-Methoxy-2-methyl-3-(2-propen-1-yl)benzotellurazolium Trifluoromethanesulfonate). As a reaction SMILES: [CH3:1][O:2][C:3]1[CH:4]=[CH:5][C:6]2[Te:10][C:9]([CH3:11])=[N:8][C:7]=2[CH:12]=1.[F:13][C:14]([F:23])([F:22])[S:15]([O:18][CH2:19][CH:20]=[CH2:21])(=[O:17])=[O:16]>ClCCl>[F:13][C:14]([F:23])([F:22])[S:15]([O-:18])(=[O:17])=[O:16].[CH3:1][O:2][C:3]1[CH:4]=[CH:5][C:6]2[Te:10][C:9]([CH3:11])=[N+:8]([CH2:21][CH:20]=[CH2:19])[C:7]=2[CH:12]=1 |f:3.4|. Reaction conditions: time 21 hour. Reactants: C(C)(C)(C)C=1C=C(C(=C(C1)C1=CC=C(C=C1)OC(F)(F)F)O)C=O (5-(tert-butyl)-2-hydroxy-4′-(trifluoromethoxy)-[1,1′-biphenyl]-3-carbaldehyde), ClC1=C(C=C(C=C1)B(O)O)C(F)(F)F (4-chloro-3-(trifluoromethyl)phenylboronic acid), BrC=1C(=C(C=O)C=C(C1)C(C)(C)C)O (3-bromo-5-(tert-butyl)-2-hydroxybenzaldehyde), BrC=1C(=C(C=O)C=C(C1)C(C)(C)C)O (3-bromo-5-(tert-butyl)-2-hydroxybenzaldehyde). Yields the product C(C)(C)(C)C=1C=C(C(=C(C1)C1=CC(=C(C=C1)Cl)C(F)(F)F)O)C=O (5-(tert-Butyl)-4′-chloro-2-hydroxy-3′-(trifluoromethyl)-[1,1′-biphenyl]-3-carbaldehyde). RXN SMILES: C(C1C=C(C=O)C(O)=C(C2C=CC(OC(F)(F)F)=CC=2)C=1)(C)(C)C.Br[C:26]1[C:27]([OH:38])=[C:28]([CH:31]=[C:32]([C:34]([CH3:37])([CH3:36])[CH3:35])[CH:33]=1)[CH:29]=[O:30].[Cl:39][C:40]1[CH:45]=[CH:44][C:43](B(O)O)=[CH:42][C:41]=1[C:49]([F:52])([F:51])[F:50]>>[C:34]([C:32]1[CH:31]=[C:28]([CH:29]=[O:30])[C:27]([OH:38])=[C:26]([C:43]2[CH:44]=[CH:45][C:40]([Cl:39])=[C:41]([C:49]([F:52])([F:51])[F:50])[CH:42]=2)[CH:33]=1)([CH3:37])([CH3:36])[CH3:35]. Procedure details: 5-(tert-Butyl)-4′-chloro-2-hydroxy-3′-(trifluoromethyl)-[1,1′-biphenyl]-3-carbaldehyde was prepared as a yellow oil using the procedure described in Intermediate 5 from 3-bromo-5-(tert-butyl)-2-hydroxybenzaldehyde (Intermediate 4) and 4-chloro-3-(trifluoromethyl)phenylboronic acid.